This data is from the Open Reaction Database (ORD), a public repository of structured organic reaction records. The task is: describe an organic reaction: reactants, conditions, products, and yield Reactants: [BH3-]C#N, CCOC(=O)N1CCC(NS(=O)(=O)c2ccc(C(C)=O)c3ccccc23)CC1, CO, NC1CCCCC1, [Na+]. Product: CCOC(=O)N1CCC(NS(=O)(=O)c2ccc(C(C)NC3CCCCC3)c3ccccc23)CC1. RXN SMILES: [C:36]([BH3-:37])#[N:38].[CH2:1]([CH3:2])[O:3][C:4](=[O:5])[N:6]1[CH2:7][CH2:8][CH:9]([NH:12][S:13](=[O:14])(=[O:15])[c:16]2[cH:17][cH:18][c:19]([C:26]([CH3:27])=[O:28])[c:20]3[cH:21][cH:22][cH:23][cH:24][c:25]23)[CH2:10][CH2:11]1.[CH3:40][OH:41].[NH2:29][CH:30]1[CH2:31][CH2:32][CH2:33][CH2:34][CH2:35]1.[Na+:39]>>[CH2:1]([CH3:2])[O:3][C:4](=[O:5])[N:6]1[CH2:7][CH2:8][CH:9]([NH:12][S:13](=[O:14])(=[O:15])[c:16]2[cH:17][cH:18][c:19]([CH:26]([CH3:27])[NH:29][CH:30]3[CH2:31][CH2:32][CH2:33][CH2:34][CH2:35]3)[c:20]3[cH:21][cH:22][cH:23][cH:24][c:25]23)[CH2:10][CH2:11]1. The reactants are C(C)N(C1=C(C=C(C(=C1)OC)OC)C1CC=2C=CC(=CC2CC1)OC(C(C)(C)C)=O)C(C1=CC=C(C=C1)O)=O (pivalic acid 6-{2-[ethyl(4-hydroxybenzoyl)amino]-4,5-dimethoxyphenyl}-5,6,7,8-tetrahydronaphthalen-2-yl ester), ClCC(=O)N1CCCCC1 (2-chloro-1-piperidin-1-ylethanone). The product is C(C)N(C1=C(C=C(C(=C1)OC)OC)C1CC=2C=CC(=CC2CC1)O)CC1=CC=C(C=C1)OCCN1CCCCC1 (6-{2-{Ethyl[4-(2-piperidin-1-ylethoxy)benzyl]amino}-4,5-dimethoxyphenyl}-5,6,7,8-tetrahydronaphthalen-2-ol). Yield: 3.6%. RXN SMILES: [CH2:1]([N:3]([C:31](=O)[C:32]1[CH:37]=[CH:36][C:35]([OH:38])=[CH:34][CH:33]=1)[C:4]1[CH:9]=[C:8]([O:10][CH3:11])[C:7]([O:12][CH3:13])=[CH:6][C:5]=1[CH:14]1[CH2:23][CH2:22][C:21]2[CH:20]=[C:19]([O:24]C(=O)C(C)(C)C)[CH:18]=[CH:17][C:16]=2[CH2:15]1)[CH3:2].Cl[CH2:41][C:42]([N:44]1[CH2:49][CH2:48][CH2:47][CH2:46][CH2:45]1)=O>>[CH2:1]([N:3]([CH2:31][C:32]1[CH:33]=[CH:34][C:35]([O:38][CH2:41][CH2:42][N:44]2[CH2:49][CH2:48][CH2:47][CH2:46][CH2:45]2)=[CH:36][CH:37]=1)[C:4]1[CH:9]=[C:8]([O:10][CH3:11])[C:7]([O:12][CH3:13])=[CH:6][C:5]=1[CH:14]1[CH2:23][CH2:22][C:21]2[CH:20]=[C:19]([OH:24])[CH:18]=[CH:17][C:16]=2[CH2:15]1)[CH3:2]. Reported procedure: Synthesized from pivalic acid 6-{2-[ethyl(4-hydroxybenzoyl)amino]-4,5-dimethoxyphenyl}-5,6,7,8-tetrahydronaphthalen-2-yl ester (19 mg) and 2-chloro-1-piperidin-1-ylethanone (11 mg) according to an analogous synthetic method to Example 404 and purified by LC-MS, the title compound (0.7 mg) was obtained. The reactants are Fc1ccccc1-c1nc2c(Cl)cccc2cc1CCl, [N-]=[N+]=[N-], [Na+], CN(C)C=O. Product: [N-]=[N+]=NCc1cc2cccc(Cl)c2nc1-c1ccccc1F. RXN SMILES: [Cl:1][c:2]1[cH:3][cH:4][cH:5][c:6]2[cH:7][c:8]([CH2:19][Cl:20])[c:9](-[c:12]3[c:13]([F:18])[cH:14][cH:15][cH:16][cH:17]3)[n:10][c:11]12.[N-:22]=[N+:23]=[N-:24].[Na+:21].[O:25]=[CH:26][N:27]([CH3:28])[CH3:29]>>[Cl:1][c:2]1[cH:3][cH:4][cH:5][c:6]2[cH:7][c:8]([CH2:19][N:22]=[N+:23]=[N-:24])[c:9](-[c:12]3[c:13]([F:18])[cH:14][cH:15][cH:16][cH:17]3)[n:10][c:11]12. The reactants are BrC1=CC=C(C=C1)C(C(=NO)C1=CC(=NC=C1)F)=O (1 -(4-bromophenyl)-2-(2-fluoropyridin-4-yl)ethane-1,2-dione 2-oxime), FC1=C(C=O)C(=CC=C1)F (2,6-difluorbenzaldehyde), C(C)(=O)[O-].[NH4+] (ammonium acetate). Procedure details: Using the general procedure found in Example 1 Step C, the intermediate from Example 1 Step B was combined with 2,6-difluorbenzaldehyde, ammonium acetate, and acetic acid: [M+1]+ 444. The product is BrC1=CC=C(C=C1)C=1N=C(N(C1C1=CC(NC=C1)=O)O)C1=C(C=CC=C1F)F (4-[4-(4-bromophenyl)-2-(2,6-difluorophenyl)-1-hydroxy-1H-imidazol-5-yl]pyridin-2(1H)-one). Reaction SMILES: [Br:1][C:2]1[CH:7]=[CH:6][C:5]([C:8](=O)[C:9]([C:12]2C=C[N:15]=[C:14](F)[CH:13]=2)=[N:10][OH:11])=[CH:4][CH:3]=1.[F:20][C:21]1[CH:28]=[CH:27][CH:26]=[C:25]([F:29])[C:22]=1[CH:23]=O.[C:30]([O-:33])(=O)[CH3:31].[NH4+:34]>C(O)(=O)C>[Br:1][C:2]1[CH:7]=[CH:6][C:5]([C:8]2[N:34]=[C:23]([C:22]3[C:21]([F:20])=[CH:28][CH:27]=[CH:26][C:25]=3[F:29])[N:10]([OH:11])[C:9]=2[C:12]2[CH:13]=[CH:14][NH:15][C:30](=[O:33])[CH:31]=2)=[CH:4][CH:3]=1 |f:2.3|. Run in C(C)(=O)O (acetic acid). Reactants: COC=1C=C2C(=CC=NC2=CC1OC)OC1=CC=C(N)C=C1 (4-[(6,7-Dimethoxy-4-quinolyl)oxy]aniline), ClC(Cl)(OC(OC(Cl)(Cl)Cl)=O)Cl (triphosgene), C([O-])(O)=O.[Na+] (sodium bicarbonate), CC=1C=C(C=CC1)CO ((3-methylphenyl)methanol). The solvent is C(C)N(CC)CC (triethylamine), C1(=CC=CC=C1)C (toluene), C(Cl)Cl (methylene chloride). Yields the product COC=1C=C2C(=CC=NC2=CC1OC)OC1=CC=C(C=C1)NC(OCC1=CC(=CC=C1)C)=O (3-Methylbenzyl N-{4-[(6,7-dimethoxy-4-quinolyl)oxy]phenyl}carbamate). Yield: 97.3%. As a reaction SMILES: [CH3:1][O:2][C:3]1[CH:4]=[C:5]2[C:10](=[CH:11][C:12]=1[O:13][CH3:14])[N:9]=[CH:8][CH:7]=[C:6]2[O:15][C:16]1[CH:22]=[CH:21][C:19]([NH2:20])=[CH:18][CH:17]=1.Cl[C:24](Cl)([O:26][C:27](=[O:33])OC(Cl)(Cl)Cl)Cl.[CH3:35][C:36]1[CH:37]=[C:38](CO)[CH:39]=[CH:40][CH:41]=1.C(=O)(O)[O-].[Na+]>C(Cl)Cl.C(N(CC)CC)C.C1(C)C=CC=CC=1>[CH3:1][O:2][C:3]1[CH:4]=[C:5]2[C:10](=[CH:11][C:12]=1[O:13][CH3:14])[N:9]=[CH:8][CH:7]=[C:6]2[O:15][C:16]1[CH:22]=[CH:21][C:19]([NH:20][C:27](=[O:33])[O:26][CH2:24][C:40]2[CH:39]=[CH:38][CH:37]=[C:36]([CH3:35])[CH:41]=2)=[CH:18][CH:17]=1 |f:3.4|. Procedure: 4-[(6,7-Dimethoxy-4-quinolyl)oxy]aniline (100 mg) was added to toluene (10 ml) and triethylamine (1 ml), and the mixture was heated under reflux to prepare a solution. A solution of triphosgene (151 mg) in methylene chloride was then added thereto, and the mixture was heated under reflux for 10 min. Next, (3-methylphenyl)methanol (62 mg) was added thereto, and the mixture was further stirred with heating under reflux for 3 hr. A saturated aqueous sodium bicarbonate solution was added to stop the... Starting materials: S(=O)(=O)(O)O.NN (hydrazine sulfate), C(C1=CC=C(C(=O)O)C=C1)(=O)O (terephthalic acid), COC(C1=CC=C(C(=O)OC)C=C1)=O (dimethylterephthalate). Run in OS(=O)(=O)O.O=S(=O)=O (oleum). Product: S(O)(O)(=O)=O (sulfuric acid), OS(=O)(=O)O.O=S(=O)=O (oleum). Yield: 75.0%. As a reaction SMILES: C(O)(=O)C1C=CC(C(O)=O)=CC=1.COC(=O)C1C=CC(C(OC)=O)=CC=1.[S:27]([OH:31])([OH:30])(=[O:29])=[O:28].NN>OS(O)(=O)=O.O=S(=O)=O>[S:27](=[O:29])(=[O:28])([OH:31])[OH:30].[OH:30][S:27]([OH:31])(=[O:29])=[O:28].[O:28]=[S:27](=[O:30])=[O:29] |f:2.3,4.5,7.8|. Procedure: A dope was prepared similarly to the procedure used in Example 13 from a 50:50 molar ratio of terephthalic acid (1122.9 g.) to dimethylterephthalate (1312.4 g.) employing a 1.5% molar excess of hydrazine sulfate (1785.3 g.) in 25% oleum. A 4 hour reaction time at 137° C. was used. After dilution with 75% sulfuric acid and oleum a spinnable dope was obtained of a copolymer having an inherent viscosity of 2.3. A sample of this dope was analyzed by proton and C13 nuclear magnetic resonance (NMR). T... Reactants: C(C)OC([C@H](CC1=CC=C(C=C1)OCC(=O)O)OC)=O ((2S)-3-(4-carboxymethoxy-phenyl)-2-methoxy-propionic acid ethyl ester), C(C)NCC1=CC(=CC=C1)C (ethyl-(3-methyl-benzyl)-amine), C(C)O[C@H](C(=O)O)CC1=CC=C(C=C1)O[C@H](C)C(NCCC1=CC=C(C=C1)OC1=CC=CC=C1)=O ((2S,1R)-2-ethoxy-3-(4-{1-[2-(4-phenoxy-phenyl)-ethylcarbamoyl]-ethoxy}-phenyl)-propionic acid). Product: C(C)N(C(=O)COC1=CC=C(C=C1)C[C@@H](C(=O)O)OC)CC1=CC(=CC=C1)C ((2S)-3-(4-{[ethyl-(3-methyl-benzyl)-carbamoyl]-methoxy}-phenyl)-2-methoxy-propionic acid). Reaction SMILES: C([O:3][C:4](=[O:20])[C@@H:5]([O:18][CH3:19])[CH2:6][C:7]1[CH:12]=[CH:11][C:10]([O:13][CH2:14][C:15]([OH:17])=O)=[CH:9][CH:8]=1)C.[CH2:21]([NH:23][CH2:24][C:25]1[CH:30]=[CH:29][CH:28]=[C:27]([CH3:31])[CH:26]=1)[CH3:22].C(O[C@@H](CC1C=CC(O[C@@H](C(=O)NCCC2C=CC(OC3C=CC=CC=3)=CC=2)C)=CC=1)C(O)=O)C>>[CH2:21]([N:23]([CH2:24][C:25]1[CH:30]=[CH:29][CH:28]=[C:27]([CH3:31])[CH:26]=1)[C:15]([CH2:14][O:13][C:10]1[CH:9]=[CH:8][C:7]([CH2:6][C@H:5]([O:18][CH3:19])[C:4]([OH:3])=[O:20])=[CH:12][CH:11]=1)=[O:17])[CH3:22]. Procedure: The title compound was prepared from (2S)-3-(4-carboxymethoxy-phenyl)-2-methoxy-propionic acid ethyl ester (PREPARATION 3, step 2) and ethyl-(3-methyl-benzyl)-amine via the same procedure used for the preparation of (2S,1R)-2-ethoxy-3-(4-{1-[2-(4-phenoxy-phenyl)-ethylcarbamoyl]-ethoxy}-phenyl)-propionic acid (Example 1, step 3) to produce a colorless oil. MS (ES) for C22H27NO5 [M+H]+: 386. Starting materials: CC(C)(C)OC(=O)N1CCNCC1, CCCC=O. Product: CCCCN1CCN(C(=O)OC(C)(C)C)CC1. Reaction SMILES: [C:6]([CH3:7])([CH3:8])([CH3:9])[O:10][C:11](=[O:12])[N:13]1[CH2:14][CH2:15][NH:16][CH2:17][CH2:18]1.[CH:1]([CH2:2][CH2:3][CH3:4])=[O:5]>>[CH2:1]([CH2:2][CH2:3][CH3:4])[N:16]1[CH2:15][CH2:14][N:13]([C:11]([O:10][C:6]([CH3:7])([CH3:8])[CH3:9])=[O:12])[CH2:18][CH2:17]1. Starting materials: ClC=1C=C(C=C(C1OCCO)OC)CCC(=O)C=1SC(=C2C1CCC(C2)(C)C)C (3-[3-chloro-4-(2-hydroxyethoxy)-5-methoxy-phenyl]-1-(3,5,5-trimethyl-4,5,6,7-tetrahydro-benzo[c]thiophen-1-yl)-propan-1-one), CCN(C(C)C)C(C)C (DIPEA), CS(=O)(=O)Cl (methane sulfonylchloride). Run in C(Cl)Cl (DCM), C(Cl)Cl (DCM). Conditions: temperature 0 celsius, time 30 minute. The product is ClC1=C(OCCOS(=O)(=O)C)C(=CC(=C1)CCC(C=1SC(=C2C1CCC(C2)(C)C)C)=O)OC (methanesulfonic acid 2-{2-chloro-6-methoxy-4-[3-oxo-3-(3,5,5-trimethyl-4,5,6,7-tetrahydro-benzo[c]thiophen-1-yl)-propyl]-phenoxy}-ethyl ester). The yield is 88.8%. As a reaction SMILES: [Cl:1][C:2]1[CH:3]=[C:4]([CH2:14][CH2:15][C:16]([C:18]2[S:19][C:20]([CH3:29])=[C:21]3[CH2:26][C:25]([CH3:28])([CH3:27])[CH2:24][CH2:23][C:22]=23)=[O:17])[CH:5]=[C:6]([O:12][CH3:13])[C:7]=1[O:8][CH2:9][CH2:10][OH:11].CCN(C(C)C)C(C)C.[CH3:39][S:40](Cl)(=[O:42])=[O:41]>C(Cl)Cl>[Cl:1][C:2]1[CH:3]=[C:4]([CH2:14][CH2:15][C:16](=[O:17])[C:18]2[S:19][C:20]([CH3:29])=[C:21]3[CH2:26][C:25]([CH3:27])([CH3:28])[CH2:24][CH2:23][C:22]=23)[CH:5]=[C:6]([O:12][CH3:13])[C:7]=1[O:8][CH2:9][CH2:10][O:11][S:40]([CH3:39])(=[O:42])=[O:41]. Procedure details: To a solution of 3-[3-chloro-4-(2-hydroxyethoxy)-5-methoxy-phenyl]-1-(3,5,5-trimethyl-4,5,6,7-tetrahydro-benzo[c]thiophen-1-yl)-propan-1-one (160 mg, 0.40 mmol) in DCM (10 mL) and DIPEA (0.11 mL, 0.64 mmol) is added methane sulfonylchloride (0.04 mL, 0.48 mmol) at 0° C. The reaction mixture is stirred at 0° C. for 30 min. The reaction mixture is diluted with DCM, washed with 0.1 N aq. NaOH followed by 10% aq. citric acid solution, dried over MgSO4 and evaporated to give methanesulfonic acid 2-{2...